From a dataset of the Open Reaction Database (ORD), a public repository of structured organic reaction records. describe an organic reaction: reactants, conditions, products, and yield Product: O1C(OCC1)C=1C=C(C(=O)OC)C=CC1 (Methyl 3-(1,3-dioxolan-2-yl)benzoate). The reactants are C(=O)C=1C=C(C(=O)OC)C=CC1 (methyl 3-formylbenzoate), C(CO)O (ethylene glycol), O.C1(=CC=C(C=C1)S(=O)(=O)O)C (para-toluenesulfonic acid monohydrate). Solvent: C1(=CC=CC=C1)C (toluene), C(C)(=O)OCC (ethyl acetate). As a reaction SMILES: [CH:1]([C:3]1[CH:4]=[C:5]([CH:10]=[CH:11][CH:12]=1)[C:6]([O:8][CH3:9])=[O:7])=O.[CH2:13]([OH:16])[CH2:14][OH:15].O.C1(C)C=CC(S(O)(=O)=O)=CC=1>C1(C)C=CC=CC=1.C(OCC)(=O)C>[O:15]1[CH2:14][CH2:13][O:16][CH:1]1[C:3]1[CH:4]=[C:5]([CH:10]=[CH:11][CH:12]=1)[C:6]([O:8][CH3:9])=[O:7] |f:2.3|. Procedure details: A mixture of methyl 3-formylbenzoate (2.5 g, 15.2 mmol), ethylene glycol (4.2 mL, 75 mmol) and para-toluenesulfonic acid monohydrate (0.29 g, 1.52 mmol) in toluene (60 mL) was heated at reflux under Dean and Stark conditions for 4 hours. The reaction mixture was diluted with ethyl acetate and washed sequentially with saturated sodium hydrogen carbonate and brine. The organic phase was dried (magnesium sulfate), filtered and the solvent evaporated at reduced pressure to afford the title compound ... Isolated yield 97.6%.